Task: describe an organic reaction: reactants, conditions, products, and yield. Dataset: the Open Reaction Database (ORD), a public repository of structured organic reaction records Reactants: [OH-].[Na+] (sodium hydroxide), C(C)(=O)O (Acetic acid), COC1=CC=C(C=C1)N (p-anisidine), ClC1=NC=CC=N1 (2-chloropyrimidine). Solvent: O1CCOCC1 (dioxane). Run at time 8 hour. The product is COC1=CC=C(C=C1)NC1=NC=CC=N1 (N-(4-methoxyphenyl)pyrimidin-2-amine). The yield is 69.2%. Reaction SMILES: C(O)(=O)C.[CH3:5][O:6][C:7]1[CH:12]=[CH:11][C:10]([NH2:13])=[CH:9][CH:8]=1.Cl[C:15]1[N:20]=[CH:19][CH:18]=[CH:17][N:16]=1.[OH-].[Na+]>O1CCOCC1>[CH3:5][O:6][C:7]1[CH:12]=[CH:11][C:10]([NH:13][C:15]2[N:20]=[CH:19][CH:18]=[CH:17][N:16]=2)=[CH:9][CH:8]=1 |f:3.4|. Procedure: Acetic acid (0.856 ml) was added to a solution of p-anisidine (1.23 g) and 2-chloropyrimidine (1.72 g) in dioxane (20 ml), and the resulting mixture was stirred overnight while heating the mixture to reflux. After cooling the reaction solution to room temperature, 1 N aqueous sodium hydroxide solution was added thereto and the resulting mixture was extracted 3 times with chloroform, followed by drying the organic layers over anhydrous sodium sulfate. After removing anhydrous sodium sulfate by fi...